The task is: describe an organic reaction: reactants, conditions, products, and yield. This data is from the Open Reaction Database (ORD), a public repository of structured organic reaction records. Yields the product CCOc1cc(C(C)(C)CO)ccc1C1=NC(c2ccc(Cl)cc2)C(c2ccc(Cl)cc2)N1C(=O)N1CCNC(=O)C1. Reactants: CCOc1cc(C(C)(C)CO)ccc1C1=NC(c2ccc(Cl)cc2)C(c2ccc(Cl)cc2)N1C(=O)Cl, O=C1CNCCN1. As a reaction SMILES: [Cl:1][c:2]1[cH:3][cH:4][c:5]([CH:8]2[N:9]=[C:10]([c:23]3[c:24]([O:34][CH2:35][CH3:36])[cH:25][c:26]([C:29]([CH2:30][OH:31])([CH3:32])[CH3:33])[cH:27][cH:28]3)[N:11]([C:20](=[O:21])[Cl:22])[CH:12]2[c:13]2[cH:14][cH:15][c:16]([Cl:19])[cH:17][cH:18]2)[cH:6][cH:7]1.[NH:37]1[C:38](=[O:43])[CH2:39][NH:40][CH2:41][CH2:42]1>>[Cl:1][c:2]1[cH:3][cH:4][c:5]([CH:8]2[N:9]=[C:10]([c:23]3[c:24]([O:34][CH2:35][CH3:36])[cH:25][c:26]([C:29]([CH2:30][OH:31])([CH3:32])[CH3:33])[cH:27][cH:28]3)[N:11]([C:20](=[O:21])[N:40]3[CH2:39][C:38](=[O:43])[NH:37][CH2:42][CH2:41]3)[CH:12]2[c:13]2[cH:14][cH:15][c:16]([Cl:19])[cH:17][cH:18]2)[cH:6][cH:7]1. The reactants are C(C)C1(C=CC(CC1)=O)CC (4,4-diethyl-cyclohex-2-enone). The reagents and catalysts are [Pd] (Pd/C). Solvent: CC(OCC)=O (EA). Conditions: time 24 hour. Product: C(C)C1(CCC(CC1)=O)CC (4,4-diethyl-cyclohexanone). The yield is 107.6%. As a reaction SMILES: [CH2:1]([C:3]1([CH2:10][CH3:11])[CH2:8][CH2:7][C:6](=[O:9])[CH:5]=[CH:4]1)[CH3:2]>CC(=O)OCC.[Pd]>[CH2:10]([C:3]1([CH2:1][CH3:2])[CH2:8][CH2:7][C:6](=[O:9])[CH2:5][CH2:4]1)[CH3:11]. Procedure: A solution of 4,4-diethyl-cyclohex-2-enone (10.7 g, 70.5 mmol) in EA (400 mL) is treated with Pd/C (1.0 g, 10% Pd). The suspension is stirred at rt for 24 h under 1 bar of H2. The mixture is filtered, and the filtrate is evaporated to give 4,4-diethyl-cyclohexanone (11.7 g) as a colourless solid; 1H NMR (CD3OD): δ 2.32 (t, J=7.0 Hz, 4H), 1.66 (t, J=7.0 Hz, 4H), 1.48 (q, J=7.6 Hz, 4H), 0.88 (t, J=7.6 Hz, 6H). The reactants are O=C([O-])[O-], CN(C)C=O, CCOC(C)=O, OCc1cccc(F)c1, [K+], [K+], CS(=O)(=O)c1nnc(-c2ccc3c(c2)CCO3)o1. Product: Fc1cccc(COc2nnc(-c3ccc4c(c3)CCO4)o2)c1. RXN SMILES: [C:19](=[O:20])([O-:21])[O-:22].[CH3:34][N:35]([CH3:36])[CH:37]=[O:38].[CH3:39][CH2:40][O:41][C:42](=[O:43])[CH3:44].[F:25][c:26]1[cH:27][c:28]([CH2:29][OH:30])[cH:31][cH:32][cH:33]1.[K+:23].[K+:24].[O:1]1[CH2:2][CH2:3][c:4]2[c:5]1[cH:6][cH:7][c:8](-[c:10]1[o:11][c:12]([S:15]([CH3:16])(=[O:17])=[O:18])[n:13][n:14]1)[cH:9]2>>[O:1]1[CH2:2][CH2:3][c:4]2[c:5]1[cH:6][cH:7][c:8](-[c:10]1[o:11][c:12]([O:30][CH2:29][c:28]3[cH:27][c:26]([F:25])[cH:33][cH:32][cH:31]3)[n:13][n:14]1)[cH:9]2. Reactants: Cl (HCl), C(C)(C)(C)C=1C(C(=CC(C1C)=O)C(C)(C)C)=O (2,6-di-tert-butyl-3-methyl-1,4-benzoquinone), CO (methanol), [BH4-].[Na+] (sodium borohydride). Run in C(Cl)Cl (methylene chloride). Conditions: time 3 hour. Product: C(C)(C)(C)C1=C(C(=CC(=C1C)OC1OCCCC1)C(C)(C)C)O (2,6-di-tert-butyl-3-methyl-4-tetrahydropyranyloxyphenol). Yield: 81.0%. Reaction SMILES: [C:1]([C:5]1[C:6](=[O:17])[C:7]([C:13]([CH3:16])([CH3:15])[CH3:14])=[CH:8][C:9](=[O:12])[C:10]=1[CH3:11])([CH3:4])([CH3:3])[CH3:2].[BH4-].[Na+].[CH3:20][OH:21].Cl>C(Cl)Cl>[C:1]([C:5]1[C:10]([CH3:11])=[C:9]([O:12][CH:20]2[CH2:10][CH2:5][CH2:1][CH2:2][O:21]2)[CH:8]=[C:7]([C:13]([CH3:16])([CH3:15])[CH3:14])[C:6]=1[OH:17])([CH3:4])([CH3:3])[CH3:2] |f:1.2|. Procedure details: 2,6-di-tert-butyl-3-methyl-1,4-benzoquinone (49 g) was dissolved in methylene chloride (300 ml) and sodium borohydride (15 g) was added to the solution under a nitrogen atmosphere. After adding methanol (30 ml) dropwise, the mixture was stirred for 3 h, poured into 5% HCl under ice cooling, And subjected to extraction with methylene chloride. The extract was washed with water, dried over anhydrous sodium sulfate and the solvent was distilled off. The residue was dissolved in methylene chloride (...